Task: describe an organic reaction: reactants, conditions, products, and yield. Dataset: the Open Reaction Database (ORD), a public repository of structured organic reaction records Starting materials: [OH-].[Na+] (sodium hydroxide), C(CC(O)(C(=O)O)CC(=O)O)(=O)O (citric acid). Run in C(C)(=O)O (acetic acid). The product is C(CC(O)(C(=O)[O-])CC(=O)[O-])(=O)[O-].[Na+].[Na+].[Na+] (sodium citrate). As a reaction SMILES: [OH-].[Na+:2].[C:3]([OH:15])(=[O:14])[CH2:4][C:5]([CH2:10][C:11]([OH:13])=[O:12])([C:7]([OH:9])=[O:8])[OH:6]>C(O)(=O)C>[C:3]([O-:15])(=[O:14])[CH2:4][C:5]([CH2:10][C:11]([O-:13])=[O:12])([C:7]([O-:9])=[O:8])[OH:6].[Na+:2].[Na+:2].[Na+:2] |f:0.1,4.5.6.7|. Procedure details: The procedure of Example 3 was followed except that in lieu of the composition of Example 1 and the sodium hydroxide there was utilized 3.0 lbs of the composition of Example 2 with sufficient citric acid to give a pH of 4.0-4.5 (buffered with sodium citrate) or acetic acid (56%) buffered with sodium acetate at a temperature of 180°-185° F. The reactants are N1(CCOCC1)C=1N=C(NC(C1)=O)CC(=O)OCC (ethyl [4-(morpholin-4-yl)-6-oxo-1,6-dihydropyrimidin-2-yl]acetate), ClC1=CC=C(N)C=C1 (4-chloroaniline). Yields the product ClC1=CC=C(C=C1)NC(CC=1NC(C=C(N1)N1CCOCC1)=O)=O (N-(4-chlorophenyl)-2-[4-(morpholin-4-yl)-6-oxo-1,6-dihydropyrimidin-2-yl]acetamide). Yield: 42.9%. RXN SMILES: [N:1]1([C:7]2[N:8]=[C:9]([CH2:14][C:15]([O:17]CC)=O)[NH:10][C:11](=[O:13])[CH:12]=2)[CH2:6][CH2:5][O:4][CH2:3][CH2:2]1.[Cl:20][C:21]1[CH:27]=[CH:26][C:24]([NH2:25])=[CH:23][CH:22]=1>>[Cl:20][C:21]1[CH:27]=[CH:26][C:24]([NH:25][C:15](=[O:17])[CH2:14][C:9]2[NH:10][C:11](=[O:13])[CH:12]=[C:7]([N:1]3[CH2:2][CH2:3][O:4][CH2:5][CH2:6]3)[N:8]=2)=[CH:23][CH:22]=1. Procedure: The product is prepared according to the procedure described in Example 9, using 250 mg of ethyl [4-(morpholin-4-yl)-6-oxo-1,6-dihydropyrimidin-2-yl]acetate prepared in stage 1 of Example 1 and 1.193 g of 4-chloroaniline in place of the 2-fluoroaniline. 140 mg of N-(4-chlorophenyl)-2-[4-(morpholin-4-yl)-6-oxo-1,6-dihydropyrimidin-2-yl]acetamide are obtained in the form of a white solid, the characteristics of which are the following: Reactants: BrC1=CC=C(C=C1)O (4-bromophenol), C(C)(=O)O (acetic acid), [OH-].[Na+] (NaOH), C=O (formaldehyde). Run in O (water), [Al] (aluminum), O (water). Reaction conditions: time 45 day. Yields the product BrC=1C=C(C(=C(C1)CO)O)CO ((5-bromo-2-hydroxy-1,3-phenylene)dimethanol). Isolated yield 74.2%. Reaction SMILES: [Br:1][C:2]1[CH:7]=[CH:6][C:5]([OH:8])=[CH:4][CH:3]=1.[OH-:9].[Na+].[CH2:11]=O.[C:13]([OH:16])(=O)C>O.[Al]>[Br:1][C:2]1[CH:7]=[C:6]([CH2:13][OH:16])[C:5]([OH:8])=[C:4]([CH2:11][OH:9])[CH:3]=1 |f:1.2|. Procedure details: In a 2 liter graduated bottle equipped with magnetic stirrer was suspended 101 g (585 mmol)4-bromophenol in 500 ml water. A solution comprised of 28.9 g (723 mmol) NaOH in 100 ml water was added all at once to the reaction mixture. 128 g (1.58 mol) of formaldehyde solution (Aldrich, 37% in water) was then added and the reaction mixture was covered in aluminum foil and allowed to sit for 45 days at ambient temperature. Glacial acetic acid (60 ml, 1.0 mol) was added to precipitate out the solid. T... Starting materials: 2.00, COC(=O)C1(OC1)C(CCCCC1=CC=CC=C1)O (2-[1-hydroxy-5-phenylpentyl]-2-oxiranecarboxylic acid methyl ester), C(C)N(CC)S(F)(F)F (diethylaminosulfur trifluoride). Solvent: C(Cl)Cl (methylene chloride), C(Cl)Cl (methylene chloride). Conditions: temperature -78 celsius, time 90 minute. The product is COC(=O)C1(OC1)C(CCCCC1=CC=CC=C1)F (2-(1-Fluoro-5-phenylpentyl)-2-oxiranecarboxylic acid methyl ester). Reaction SMILES: C(N(S(F)(F)[F:7])CC)C.[CH3:10][O:11][C:12]([C:14]1([CH:17](O)[CH2:18][CH2:19][CH2:20][CH2:21][C:22]2[CH:27]=[CH:26][CH:25]=[CH:24][CH:23]=2)[CH2:16][O:15]1)=[O:13]>C(Cl)Cl>[CH3:10][O:11][C:12]([C:14]1([CH:17]([F:7])[CH2:18][CH2:19][CH2:20][CH2:21][C:22]2[CH:27]=[CH:26][CH:25]=[CH:24][CH:23]=2)[CH2:16][O:15]1)=[O:13]. Procedure details: To a solution of 2.44 g (15 mmol; 2.01 ml) of diethylaminosulfur trifluoride in 50 ml of methylene chloride cooled to -78° C. under a nitrogen atmosphere is added dropwise a solution of 2.00 (7.6 mmol) of 2-[1-hydroxy-5-phenylpentyl]-2-oxiranecarboxylic acid methyl ester (isomer A) in 50 ml of methylene chloride over 30 minutes. The mixture is stirred at -78° C. for 90 minutes and then is allowed to come to room temperature. The mixture is stirred at room temperature for 1.5 hours, is quenched w... Reactants: CO, CC(C)(C#N)c1c(Cl)cc([N+](=O)[O-])cc1Cl. The product is CC(C)(C#N)c1c(Cl)cc(N)cc1Cl. As a reaction SMILES: [CH3:17][OH:18].[Cl:1][c:2]1[c:3]([C:12]([C:13]#[N:14])([CH3:15])[CH3:16])[c:4]([Cl:11])[cH:5][c:6]([N+:8]([O-:9])=[O:10])[cH:7]1>>[Cl:1][c:2]1[c:3]([C:12]([C:13]#[N:14])([CH3:15])[CH3:16])[c:4]([Cl:11])[cH:5][c:6]([NH2:8])[cH:7]1. The reactants are OC1=C(C=C(C=C1)/C=C/CN1CCC(CC1)C1=CC=C(C=C1)OC1=CC=CC=C1)OC ((E)-1-[3-(4-hydroxy-3-methoxyphenyl)-2-propenyl]-4-(4-phenoxyphenyl)piperidine), BrCC1(OCCO1)C1=CC=CC=C1 (2-bromomethyl-2-phenyl-1,3-dioxolane). The product is O(C1=CC=CC=C1)C1=CC=C(C=C1)C1CCN(CC1)CC1(OCCO1)C1=CC=CC=C1 (2-[4-(4-phenoxyphenyl)piperidin-1-yl]methyl-2-phenyl-1,3-dioxolane). As a reaction SMILES: OC1C=CC(/C=C/C[N:11]2[CH2:16][CH2:15][CH:14]([C:17]3[CH:22]=[CH:21][C:20]([O:23][C:24]4[CH:29]=[CH:28][CH:27]=[CH:26][CH:25]=4)=[CH:19][CH:18]=3)[CH2:13][CH2:12]2)=CC=1OC.Br[CH2:33][C:34]1([C:39]2[CH:44]=[CH:43][CH:42]=[CH:41][CH:40]=2)[O:38][CH2:37][CH2:36][O:35]1>>[O:23]([C:20]1[CH:21]=[CH:22][C:17]([CH:14]2[CH2:15][CH2:16][N:11]([CH2:33][C:34]3([C:39]4[CH:44]=[CH:43][CH:42]=[CH:41][CH:40]=4)[O:38][CH2:37][CH2:36][O:35]3)[CH2:12][CH2:13]2)=[CH:18][CH:19]=1)[C:24]1[CH:25]=[CH:26][CH:27]=[CH:28][CH:29]=1. Reported procedure: The same procedure was followed as in Example 11 using the compound (9) synthesized in Example 2 and 2-bromomethyl-2-phenyl-1,3-dioxolane to produce the above. Starting materials: ClCc1nnc(-c2ccc(OCCCN3CCCCC3)cc2)o1, [H-], [Na+], Sc1c[nH]c2ccccc12. Yields the product c1ccc2c(SCc3nnc(-c4ccc(OCCCN5CCCCC5)cc4)o3)c[nH]c2c1. RXN SMILES: [Cl:11][CH2:12][c:13]1[n:14][n:15][c:16](-[c:18]2[cH:19][cH:20][c:21]([O:22][CH2:23][CH2:24][CH2:25][N:26]3[CH2:27][CH2:28][CH2:29][CH2:30][CH2:31]3)[cH:32][cH:33]2)[o:17]1.[H-:34].[Na+:35].[SH:1][c:2]1[cH:3][nH:4][c:5]2[cH:6][cH:7][cH:8][cH:9][c:10]12>>[S:1]([c:2]1[cH:3][nH:4][c:5]2[cH:6][cH:7][cH:8][cH:9][c:10]12)[CH2:12][c:13]1[n:14][n:15][c:16](-[c:18]2[cH:19][cH:20][c:21]([O:22][CH2:23][CH2:24][CH2:25][N:26]3[CH2:27][CH2:28][CH2:29][CH2:30][CH2:31]3)[cH:32][cH:33]2)[o:17]1.